The task is: describe an organic reaction: reactants, conditions, products, and yield. This data is from the Open Reaction Database (ORD), a public repository of structured organic reaction records. Starting materials: 4-methoxy-bromacetophenone, COC1=CC(=CC=C1)N (m-anisidine), CN(C1=CC=CC=C1)C (N,N-dimethyl aniline), C=1(C(=CC=CC1)C)C (xylene), C(C)(=O)OCC (ethyl acetate). Run at temperature 170 celsius. The product is COC1=CC=C(C=C1)C=1NC2=CC(=CC=C2C1)OC (2-(4-Methoxy-phenyl)-6-methoxy-indole). As a reaction SMILES: [CH3:1][O:2][C:3]1[CH:8]=[CH:7][CH:6]=[C:5]([NH2:9])[CH:4]=1.CN(C)C1C=CC=CC=1.[C:19]([O:22][CH2:23][CH3:24])(=O)C.[C:25]1([CH3:32])[C:26](C)=[CH:27]C=[CH:29][CH:30]=1>>[CH3:19][O:22][C:23]1[CH:24]=[CH:32][C:25]([C:26]2[NH:9][C:5]3[C:6]([CH:27]=2)=[CH:7][CH:8]=[C:3]([O:2][CH3:1])[CH:4]=3)=[CH:30][CH:29]=1. Reported procedure: A solution of 33 grams (0.16 mole) of 4-methoxy-bromacetophenone in 230 ml of xylene was dropped into a mixture of 54.5 grams (0.45 mole) of m-anisidine and 76 ml of N,N-dimethyl aniline which was heated to 170° C. bath temperature. After cooling the mixture was treated with ethyl acetate and extracted by shaking with 2N HCl. The aqueous phase was again terated with ethyl acetate and the combined organic phases extracted by shaking several times with 2N HCl. After washing with water and drying t... Starting materials: CCOC(=O)c1sc(-n2cnc3cc(OC)c(OC)cc32)nc1-c1ccccc1, CCN, CO. Product: CCNC(=O)c1sc(-n2cnc3cc(OC)c(OC)cc32)nc1-c1ccccc1. RXN SMILES: [CH2:1]([O:2][C:4](=[O:5])[c:6]1[c:7](-[c:24]2[cH:25][cH:26][cH:27][cH:28][cH:29]2)[n:8][c:9](-[n:11]2[cH:12][n:13][c:14]3[c:15]2[cH:16][c:17]([O:22][CH3:23])[c:18]([O:20][CH3:21])[cH:19]3)[s:10]1)[CH3:3].[CH3:30][CH2:31][NH2:32].[CH3:33][OH:34]>>[C:4](=[O:5])([c:6]1[c:7](-[c:24]2[cH:25][cH:26][cH:27][cH:28][cH:29]2)[n:8][c:9](-[n:11]2[cH:12][n:13][c:14]3[c:15]2[cH:16][c:17]([O:22][CH3:23])[c:18]([O:20][CH3:21])[cH:19]3)[s:10]1)[NH:32][CH2:31][CH3:30]. Reactants: C1=CC=C(C=C1)P(C2=CC=CC=C2)C3=CC=CC=C3OC4=CC=CC=C4P(C5=CC=CC=C5)C6=CC=CC=C6 (DPEPhos), BrC=1C(=CC(=NC1)Cl)I (5-bromo-2-chloro-4-iodo-pyridine), NC1=C(C(=O)NOC)C=CC=C1 (2-amino-N-methoxy-benzamide), [O-]P(=O)([O-])[O-].[K+].[K+].[K+] (K3PO4). The reagents and catalysts are CC(=O)[O-].CC(=O)[O-].[Pd+2] (Pd(OAc)2). The solvent is O1CCOCC1 (1,4-dioxane). Yields the product BrC=1C(=CC(=NC1)Cl)NC1=C(C(=O)NOC)C=CC=C1 (2-(5-Bromo-2-chloro-pyridin-4-ylamino)-N-methoxy-benzamide), solid. Isolated yield 62.0%. Reaction SMILES: [Br:1][C:2]1[C:3](I)=[CH:4][C:5]([Cl:8])=[N:6][CH:7]=1.[NH2:10][C:11]1[CH:21]=[CH:20][CH:19]=[CH:18][C:12]=1[C:13]([NH:15][O:16][CH3:17])=[O:14].[O-]P([O-])([O-])=O.[K+].[K+].[K+].C1C=CC(P(C2C(OC3C(P(C4C=CC=CC=4)C4C=CC=CC=4)=CC=CC=3)=CC=CC=2)C2C=CC=CC=2)=CC=1>CC([O-])=O.CC([O-])=O.[Pd+2].O1CCOCC1>[Br:1][C:2]1[C:3]([NH:10][C:11]2[CH:21]=[CH:20][CH:19]=[CH:18][C:12]=2[C:13]([NH:15][O:16][CH3:17])=[O:14])=[CH:4][C:5]([Cl:8])=[N:6][CH:7]=1 |f:2.3.4.5,7.8.9|. Procedure details: A mixture of 5-bromo-2-chloro-4-iodo-pyridine (5 g, 15.72 mmole, 1 eq), 2-amino-N-methoxy-benzamide (2.61 g, 15.72 mmole, 1 eq) and K3PO4 (8.34 g, 39.3 mmole, 2.5 eq), and 1,4-dioxane (30 mL) was degassed with N2 for 1 h. To this was added DPEPhos (0.67 g, 1.25 mmole, 0.08 eq) and Pd(OAc)2 (0.07 g, 0.31 mmole, 0.02 eq) and this mixture was degassed again with N2 for 30 min. The resulting mixture was refluxed for overnight. After completion of reaction, solvent was removed under reduced pressure ... Starting materials: B(Br)(Br)Br (BBr3), NC1=C2C=NNC2=CC=C1 (4-aminoindazole), imine, ClC1=CC(=C(C=C1)C(CC(C=O)(C(F)(F)F)O)(C)C)OC (4-(4-chloro-2-methoxyphenyl)-2-hydroxy-4-methyl-2-(trifluoromethyl)pentanal). Product: ClC=1C=C(C=2C(CC(C(C2C1)NC1=C2C=NNC2=CC=C1)(O)C(F)(F)F)(C)C)O (7-Chloro-1-[(1H-indazol-4-yl)amino]-4,4-dimethyl-2-(trifluoromethyl)-1,2,3,4-tetrahydronaphthalene-2,5-diol), imine. Isolated yield 18.2%. Reaction SMILES: [Cl:1][C:2]1[CH:7]=[CH:6][C:5]([C:8]([CH3:19])([CH3:18])[CH2:9][C:10]([OH:17])([C:13]([F:16])([F:15])[F:14])[CH:11]=O)=[C:4]([O:20]C)[CH:3]=1.[NH2:22][C:23]1[CH:31]=[CH:30][CH:29]=[C:28]2[C:24]=1[CH:25]=[N:26][NH:27]2.B(Br)(Br)Br>>[Cl:1][C:2]1[CH:3]=[C:4]([OH:20])[C:5]2[C:8]([CH3:19])([CH3:18])[CH2:9][C:10]([C:13]([F:16])([F:14])[F:15])([OH:17])[CH:11]([NH:22][C:23]3[CH:31]=[CH:30][CH:29]=[C:28]4[C:24]=3[CH:25]=[N:26][NH:27]4)[C:6]=2[CH:7]=1. Reported procedure: Analogously to Example 2, the corresponding imine is produced starting from 410 mg of 4-(4-chloro-2-methoxyphenyl)-2-hydroxy-4-methyl-2-(trifluoromethyl)pentanal and 168 mg of 4-aminoindazole. 98 mg of the title compound is obtained by reaction of 200 mg of imine with 6.7 ml of BBr3 (1N in dichloromethane). Reactants: Cc1cc(C(C)(C)C)cc([N+](=O)[O-])c1O, CC(C)=O, [K+], [K+], O=C([O-])[O-]. Product: COc1c(C)cc(C(C)(C)C)cc1[N+](=O)[O-]. RXN SMILES: [C:1]([CH3:2])([CH3:3])([CH3:4])[c:5]1[cH:6][c:7]([CH3:15])[c:8]([OH:14])[c:9]([N+:11](=[O:12])[O-:13])[cH:10]1.[CH3:22][C:23](=[O:24])[CH3:25].[K+:16].[K+:17].[O-:18][C:19]([O-:20])=[O:21]>>[C:1]([CH3:2])([CH3:3])([CH3:4])[c:5]1[cH:6][c:7]([CH3:15])[c:8]([O:14][CH3:19])[c:9]([N+:11](=[O:12])[O-:13])[cH:10]1.